From a dataset of the Open Reaction Database (ORD), a public repository of structured organic reaction records. describe an organic reaction: reactants, conditions, products, and yield The reactants are C(#N)CC(=O)OCC (ethyl cyanoacetate), Br.BrC1C(C=2C=CN=CC2CC1)=O (6-Bromo-7,8-dihydro-6H-isoquinolin-5-one hydro-bromide), CCN(C(C)C)C(C)C (DIEA). The solvent is CN(C)C=O (DMF). Conditions: time 4 hour. The product is C(C)OC(C(C1C(C=2C=CN=CC2CC1)=O)C#N)=O (Cyano-(5-oxo-5,6,7,8-tetrahydro-isoquinolin-6-yl)-acetic acid ethyl ester). Yield: 95.0%. Reaction SMILES: [C:1]([CH2:3][C:4]([O:6][CH2:7][CH3:8])=[O:5])#[N:2].Br.Br[CH:11]1[CH2:20][CH2:19][C:18]2[CH:17]=[N:16][CH:15]=[CH:14][C:13]=2[C:12]1=[O:21].CCN(C(C)C)C(C)C>CN(C=O)C>[CH2:7]([O:6][C:4](=[O:5])[CH:3]([C:1]#[N:2])[CH:11]1[CH2:20][CH2:19][C:18]2[CH:17]=[N:16][CH:15]=[CH:14][C:13]=2[C:12]1=[O:21])[CH3:8] |f:1.2|. Reported procedure: To a stirred, cold (4° C.) solution of ethyl cyanoacetate (52.2 mmol) and 6-bromo-7,8-dihydro-6H-isoquinolin-5-one 8B (6.5 mmol) in DMF (10 mL), DIEA (19.5 mmol) was added. The mixture was brought to rt and stirred for 4 h. Solvent was removed and the residue, dissolved in DCM, was repeatedly washed with water. The organic layer was dried (Na2SO4) and concentrated. Purification by chromatography on silica gel (DCM/MeOH 98:2) provided the title compound in 95% yield. ESI (+) MS: m/z 259 (MH+). 1H...